Task: describe an organic reaction: reactants, conditions, products, and yield. Dataset: the Open Reaction Database (ORD), a public repository of structured organic reaction records Starting materials: CC1=CC(=NC(=C1)CCCN1C(=CC=C1C)C)N1C(=CC=C1C)C (4-methyl-2-(2,5-dimethylpyrrol-1-yl)-6-(3-(2,5-dimethylpyrrol-1-yl)propyl)pyridine), Cl.NO (hydroxylamine hydrochloride), [OH-].[K+] (potassium hydroxide). Solvent: C(C)O.O (ethanol water). Yields the product NC1=NC(=CC(=C1)C)CCCN (2-amino-6-(3-aminopropyl)-4-methylpyridine). RXN SMILES: [CH3:1][C:2]1[CH:7]=[C:6]([CH2:8][CH2:9][CH2:10][N:11]2C(C)=CC=C2C)[N:5]=[C:4]([N:18]2C(C)=CC=C2C)[CH:3]=1.Cl.NO.[OH-].[K+]>C(O)C.O>[NH2:18][C:4]1[CH:3]=[C:2]([CH3:1])[CH:7]=[C:6]([CH2:8][CH2:9][CH2:10][NH2:11])[N:5]=1 |f:1.2,3.4,5.6|. Procedure details: By analogy to Example 56, Step B, 4-methyl-2-(2,5-dimethylpyrrol-1-yl)-6-(3-(2,5-dimethylpyrrol-1-yl)propyl)pyridine was treated with 9.2 equivalents of hydroxylamine hydrochloride and 5.4 equivalents of potassium hydroxide in refluxing ethanol/water to yield 2-amino-6-(3-aminopropyl)-4-methylpyridine. Reactants: Cl (hydrochloric acid), NC1=C(SC=C1)\C(\C)=C\C(C)C (3-amino-2-{(E)-(4-methyl-2-penten-2-yl)}thiophene), NC1=C(SC=C1)\C(\C)=C/C(C)C (3-amino-2-{(Z)-(4-methyl-2-penten-2-yl)}thiophene). Run at time 5 hour. Product: NC1=C(SC=C1)C(=C)CC(C)C (3-amino-2-(4-methyl-1-penten-2-yl)thiophene). The yield is 14.0%. RXN SMILES: Cl.[NH2:2][C:3]1[CH:7]=[CH:6][S:5][C:4]=1/[C:8](=[CH:10]/[CH:11]([CH3:13])[CH3:12])/[CH3:9].NC1C=CSC=1/C(=C\C(C)C)/C>>[NH2:2][C:3]1[CH:7]=[CH:6][S:5][C:4]=1[C:8]([CH2:10][CH:11]([CH3:13])[CH3:12])=[CH2:9]. Reported procedure: Into a solution obtained by dissolving 3-aminothiophene (1.8 g, 18.1 mmol) in 4-methyl-2-pentanone (30.1 g), which was obtained in the same manner as in Example 14 using methyl 3-aminothiophene-2-carboxylate as a starting material was added concentrated hydrochloric acid (9.3 g, 90.5 mmol) at room temperature, and the resulting solution was stirred under nitrogen atmosphere at 60 degree centigrade for 5 hours. The reaction solution was cooled to room temperature, and then washed with a 10% aqueo... The reactants are O=C([O-])[O-], COCCN, CN(C)C=O, CCCC(Cl)CCc1c(C)nc2c(-c3c(C)cc(C)cc3C)c(C)nn2c1Cl, [I-], [K+], [K+], [Na+], O. Yields the product CCCC1CCc2c(C)nc3c(-c4c(C)cc(C)cc4C)c(C)nn3c2N1CCOC. Reaction SMILES: [C:32](=[O:33])([O-:34])[O-:35].[CH3:38][O:39][CH2:40][CH2:41][NH2:42].[CH3:43][N:44]([CH3:45])[CH:46]=[O:47].[Cl:1][c:2]1[c:3]([CH2:22][CH2:23][CH:24]([CH2:25][CH2:26][CH3:27])[Cl:28])[c:4]([CH3:21])[n:5][c:6]2[n:7]1[n:8][c:9]([CH3:20])[c:10]2-[c:11]1[c:12]([CH3:19])[cH:13][c:14]([CH3:18])[cH:15][c:16]1[CH3:17].[I-:31].[K+:36].[K+:37].[Na+:30].[OH2:29]>>[c:2]12[c:3]([c:4]([CH3:21])[n:5][c:6]3[n:7]1[n:8][c:9]([CH3:20])[c:10]3-[c:11]1[c:12]([CH3:19])[cH:13][c:14]([CH3:18])[cH:15][c:16]1[CH3:17])[CH2:22][CH2:23][CH:24]([CH2:25][CH2:26][CH3:27])[N:42]2[CH2:41][CH2:40][O:39][CH3:38]. The reactants are C(C)C=1C=C(C=CC1CC)CC(CC(=O)OC(C)(C)C)(C(=O)OCC)C(=O)OCC (tert. butyl 4-(3,4-diethyl-phenyl)-3,3-bis-ethoxycarbonyl-butyrate), C(C)C=1C=C(C=CC1CC)CC(CC(=O)OC(C)(C)C)(C(=O)OCC)C(=O)OCC (tert. butyl 4-(3,4-diethyl-phenyl)-3,3-bis-ethoxycarbonyl-butyrate), C(=O)(C(F)(F)F)O (TFA). Run in C(Cl)Cl (CH2Cl2). Product: C(C)C=1C=C(C=CC1CC)CC(CC(=O)O)(C(=O)OCC)C(=O)OCC (4-(3,4-Diethyl-phenyl)-3,3-bis-ethoxycarbonyl-butyric acid). RXN SMILES: [CH2:1]([C:3]1[CH:4]=[C:5]([CH2:11][C:12]([C:26]([O:28][CH2:29][CH3:30])=[O:27])([C:21]([O:23][CH2:24][CH3:25])=[O:22])[CH2:13][C:14]([O:16]C(C)(C)C)=[O:15])[CH:6]=[CH:7][C:8]=1[CH2:9][CH3:10])[CH3:2].C(O)(C(F)(F)F)=O>C(Cl)Cl>[CH2:1]([C:3]1[CH:4]=[C:5]([CH2:11][C:12]([C:26]([O:28][CH2:29][CH3:30])=[O:27])([C:21]([O:23][CH2:24][CH3:25])=[O:22])[CH2:13][C:14]([OH:16])=[O:15])[CH:6]=[CH:7][C:8]=1[CH2:9][CH3:10])[CH3:2]. Procedure details: To a solution of 20.30 g (48.27 mmol) tert. butyl 4-(3,4-diethyl-phenyl)-3,3-bis-ethoxycarbonyl-butyrate (Intermediate product 61) in 100 mL CH2Cl2 was added 40 mL TFA while cooling with ice and the mixture was refluxed for 1 hour. The reaction mixture was evaporated down i. vac., the residue was combined with water and the aqueous phase exhaustively extracted with EtOAc. The combined org. extracts were washed with sat. aqueous NaCl solution, dried over sodium sulphate and evaporated i. vac. Starting materials: CC=1C=C(C=CC1OC1CCNCC1)NC=1C2=C(N=CN1)C=NC(=C2)N2CCOCC2 ([3-Methyl-4-(piperidin-4-yloxy)-phenyl]-(6-morpholin-4-yl-pyrido[3,4-d]pyrimidin-4-yl)-amine), COC=1C=C(C(=O)Cl)C=CC1 (3-methoxy benzoylchloride), C1(CCCC1)C(=O)N1CCC(CC1)OC1=C(C=C(C=C1)NC=1C2=C(N=CN1)C=NC(=C2)F)C (Cyclopentyl-{4-[4-(6-fluoro-pyrido[3,4-d]pyrimidin-4-ylamino)-2-methyl-phenoxy]-piperidin-1-yl}-methanone). Yields the product COC=1C=C(C=CC1)C(=O)N1CCC(CC1)OC1=C(C=C(C=C1)NC=1C2=C(N=CN1)C=NC(=C2)N2CCOCC2)C ((3-Methoxy-phenyl)-{4-[2-methyl-4-(6-morpholin-4-yl-pyrido[3,4-d]pyrimidin-4-ylamino)-phenoxy]-piperidin-1-yl}-methanone). Reaction SMILES: [CH3:1][C:2]1[CH:3]=[C:4]([NH:15][C:16]2[C:17]3[CH:25]=[C:24]([N:26]4[CH2:31][CH2:30][O:29][CH2:28][CH2:27]4)[N:23]=[CH:22][C:18]=3[N:19]=[CH:20][N:21]=2)[CH:5]=[CH:6][C:7]=1[O:8][CH:9]1[CH2:14][CH2:13][NH:12][CH2:11][CH2:10]1.[CH3:32][O:33][C:34]1[CH:35]=[C:36]([CH:40]=[CH:41][CH:42]=1)[C:37](Cl)=[O:38].C1(C(N2CCC(OC3C=CC(NC4C5C=C(F)N=CC=5N=CN=4)=CC=3C)CC2)=O)CCCC1>>[CH3:32][O:33][C:34]1[CH:35]=[C:36]([C:37]([N:12]2[CH2:13][CH2:14][CH:9]([O:8][C:7]3[CH:6]=[CH:5][C:4]([NH:15][C:16]4[C:17]5[CH:25]=[C:24]([N:26]6[CH2:31][CH2:30][O:29][CH2:28][CH2:27]6)[N:23]=[CH:22][C:18]=5[N:19]=[CH:20][N:21]=4)=[CH:3][C:2]=3[CH3:1])[CH2:10][CH2:11]2)=[O:38])[CH:40]=[CH:41][CH:42]=1. Procedure: The title compound was prepared from [3-Methyl-4-(piperidin-4-yloxy)-phenyl]-(6-morpholin-4-yl-pyrido[3,4-d]pyrimidin-4-yl)-amine and 3-methoxy benzoylchloride by a procedure analogous to the synthesis of Cyclopentyl-{4-[4-(6-fluoro-pyrido[3,4-d]pyrimidin-4-ylamino)-2-methyl-phenoxy]-piperidin-1-yl}-methanone. LRMS: 555.2 (MH+). 1H NMR (DMSO-d6, 400 MHz): δ 9.57 (s, 1H), δ 8.79 (s, 1H), δ 8.32 (s, 1H), δ 7.47-7.53 (m, 3H), δ 7.32 (t, J=7.68, 1H), δ 7.31 (d, J=8.72, 1H), δ 6.93-6.99 (m, 3H), δ 4.... Starting materials: [OH-].[Na+] (NaOH), OO (H2O2), C(=O)([O-])[O-].[K+].[K+] (K2CO3), ClC1=C(C=CC(=C1)Cl)C1=CC=C(C=C1)[C@H](CCCC=C)O ((S)-1-(2′,4′-dichloro-biphenyl-4-yl)hex-5-en-1-ol), B(F)(F)F.CCOCC (BF3.OEt2). Run in O (water), [BH4-].[Na+] (NaBH4), COCCOCCOC (diglyme), COCCOCCOC (diglyme). Conditions: time 1 hour. Product: ClC1=C(C=CC(=C1)Cl)C1=CC=C(C=C1)[C@H](CCCCCO)O ((S)-1-(2′,4′-Dichloro-biphenyl-4-yl)-hexane-1,6-diol). RXN SMILES: [Cl:1][C:2]1[CH:7]=[C:6]([Cl:8])[CH:5]=[CH:4][C:3]=1[C:9]1[CH:14]=[CH:13][C:12]([C@@H:15]([OH:21])[CH2:16][CH2:17][CH2:18][CH:19]=[CH2:20])=[CH:11][CH:10]=1.B(F)(F)F.CC[O:28]CC.[OH-].[Na+].OO.C([O-])([O-])=O.[K+].[K+]>[BH4-].[Na+].COCCOCCOC.O>[Cl:1][C:2]1[CH:7]=[C:6]([Cl:8])[CH:5]=[CH:4][C:3]=1[C:9]1[CH:14]=[CH:13][C:12]([C@@H:15]([OH:21])[CH2:16][CH2:17][CH2:18][CH2:19][CH2:20][OH:28])=[CH:11][CH:10]=1 |f:1.2,3.4,6.7.8,9.10|. Procedure details: Impure (S)-1-(2′,4′-dichloro-biphenyl-4-yl)hex-5-en-1-ol (1 g) was dissolved in 0.5 M NaBH4 in diglyme (9 mL) and chilled in an ice bath. BF3.OEt2 (1 mL) in diglyme (4 mL) was added with vigorous stirring. Stirring was continued for 1 hour and water (1 mL) was added. 3 M NaOH (2 mL) was added followed by 30% H2O2 (3 mL). Anhydrous K2CO3 (5 g) was added and the solvent was decanted. The K2CO3 was washed with ethyl acetate and the combined organics were dried (Na2SO4) and evaporated. Distillation ...